This data is from the Open Reaction Database (ORD), a public repository of structured organic reaction records. The task is: describe an organic reaction: reactants, conditions, products, and yield Starting materials: CCCBr, CCOC(=O)C(C#N)NC(C)=O, CCO, [Na]. The product is CCCC(C#N)(NC(C)=O)C(=O)OCC. RXN SMILES: [Br:14][CH2:15][CH2:16][CH3:17].[C:2]([CH3:3])(=[O:4])[NH:5][CH:6]([C:7](=[O:8])[O:9][CH2:10][CH3:11])[C:12]#[N:13].[CH3:18][CH2:19][OH:20].[Na:1]>>[C:2]([CH3:3])(=[O:4])[NH:5][C:6]([C:7](=[O:8])[O:9][CH2:10][CH3:11])([C:12]#[N:13])[CH2:15][CH2:16][CH3:17]. Starting materials: COC(C(CC1=CC=NC=C1)(CC1=CC=NC=C1)N)=O (2-Amino-3-pyridin-4-yl-2-pyridin-4-ylmethyl-propionic acid methyl ester), CC1C(CC2CC1C2(C)C)CN=C=S ((+)-3-pinanemethyl isothiocyanate). The solvent is C(C)O (ethanol). Conditions: temperature 75 celsius, time 16 hour. The product is N1=CC=C(C=C1)CC1(C(N(C(N1)=S)CC1C(C2C(C(C1)C2)(C)C)C)=O)CC2=CC=NC=C2 (5,5-Bis-pyridin-4-ylmethyl-2-thioxo-3-(2,6,6-trimethyl-bicyclo[3.1.1]hept-3-ylmethyl)-imidazolidin-4-one). Yield: 80.3%. As a reaction SMILES: CO[C:3](=[O:20])[C:4]([NH2:19])([CH2:12][C:13]1[CH:18]=[CH:17][N:16]=[CH:15][CH:14]=1)[CH2:5][C:6]1[CH:11]=[CH:10][N:9]=[CH:8][CH:7]=1.[CH3:21][CH:22]1[CH:27]2[C:28]([CH3:30])([CH3:29])[CH:25]([CH2:26]2)[CH2:24][CH:23]1[CH2:31][N:32]=[C:33]=[S:34]>C(O)C>[N:16]1[CH:15]=[CH:14][C:13]([CH2:12][C:4]2([CH2:5][C:6]3[CH:7]=[CH:8][N:9]=[CH:10][CH:11]=3)[NH:19][C:33](=[S:34])[N:32]([CH2:31][CH:23]3[CH2:24][CH:25]4[CH2:26][CH:27]([C:28]4([CH3:30])[CH3:29])[CH:22]3[CH3:21])[C:3]2=[O:20])=[CH:18][CH:17]=1. Procedure details: 2-Amino-3-pyridin-4-yl-2-pyridin-4-ylmethyl-propionic acid methyl ester (2.50 g, 9.23 mmol) was dissolved in absolute ethanol (50 ml). To the reaction was added 5.01 g (23.9 mmol) of (+)-3-pinanemethyl isothiocyanate. The reaction was then heated to 75° C. under an atmosphere of dry N2. After stirring for 16 hours, the reaction was subsequently concentrated under vacuum. The resulting oil was chromatographed on silica gel using a gradient of neat ethyl acetate to 5% methanol in ethyl acetate to ... Reactants: COC(=O)CC(CCCCNCc1ccc2c(n1)NCCC2)c1cnc2ccccc2c1, CCO, [Na+], [OH-]. Yields the product O=C(O)CC(CCCCNCc1ccc2c(n1)NCCC2)c1cnc2ccccc2c1. RXN SMILES: [CH3:1][O:2][C:3]([CH2:4][CH:5]([CH2:6][CH2:7][CH2:8][CH2:9][NH:10][CH2:11][c:12]1[n:13][c:14]2[c:19]([cH:20][cH:21]1)[CH2:18][CH2:17][CH2:16][NH:15]2)[c:22]1[cH:23][n:24][c:25]2[cH:26][cH:27][cH:28][cH:29][c:30]2[cH:31]1)=[O:32].[CH3:35][CH2:36][OH:37].[Na+:34].[OH-:33]>>[O:2]=[C:3]([CH2:4][CH:5]([CH2:6][CH2:7][CH2:8][CH2:9][NH:10][CH2:11][c:12]1[n:13][c:14]2[c:19]([cH:20][cH:21]1)[CH2:18][CH2:17][CH2:16][NH:15]2)[c:22]1[cH:23][n:24][c:25]2[cH:26][cH:27][cH:28][cH:29][c:30]2[cH:31]1)[OH:32]. The reactants are OCCN1N=CC(=C1)C=O (1-(2-hydroxy-ethyl)-1H-pyrazole-4-carbaldehyde), FC1=C(C=CC=C1)C=1C(=NC=CN1)N1CCNCC1 (3′-(2-fluoro-phenyl)-3,4,5,6-tetrahydro-2H-[1,2′]bipyrazinyl), ClCCCl (DCE), C(C)(=O)O[BH-](OC(C)=O)OC(C)=O.[Na+] (sodium triacetoxyborohydride), OCCN1N=CC(=C1)C=O (1-(2-hydroxy-ethyl)-1H-pyrazole-4-carbaldehyde). Conditions: time 18 hour. The product is Cl.FC1=C(C=CC=C1)C=1C(=NC=CN1)N1CCN(CC1)CC=1C=NN(C1)CCO (2-{4-[3′-(2-Fluoro-phenyl)-2,3,5,6-tetrahydro-[1,2′]bipyrazinyl-4-ylmethyl]-pyrazol-1-yl}-ethanol hydrochloride). Isolated yield 37.0%. RXN SMILES: [F:1][C:2]1[CH:7]=[CH:6][CH:5]=[CH:4][C:3]=1[C:8]1[C:9]([N:14]2[CH2:19][CH2:18][NH:17][CH2:16][CH2:15]2)=[N:10][CH:11]=[CH:12][N:13]=1.[OH:20][CH2:21][CH2:22][N:23]1[CH:27]=[C:26]([CH:28]=O)[CH:25]=[N:24]1.C(O[BH-](OC(=O)C)OC(=O)C)(=O)C.[Na+].[Cl:44]CCCl>>[ClH:44].[F:1][C:2]1[CH:7]=[CH:6][CH:5]=[CH:4][C:3]=1[C:8]1[C:9]([N:14]2[CH2:15][CH2:16][N:17]([CH2:28][C:26]3[CH:25]=[N:24][N:23]([CH2:22][CH2:21][OH:20])[CH:27]=3)[CH2:18][CH2:19]2)=[N:10][CH:11]=[CH:12][N:13]=1 |f:2.3,5.6|. Procedure: Dissolve 3′-(2-fluoro-phenyl)-3,4,5,6-tetrahydro-2H-[1,2′]bipyrazinyl (0.213 g, 0.825 mmol) in DCE (5 mL). Add 1-(2-hydroxy-ethyl)-1H-pyrazole-4-carbaldehyde (0.137 g, 0.990 mmol) followed by sodium triacetoxyborohydride (0.262 g, 1.24 mmol) and stir at ambient temperature for 18 hr. Add additional 1-(2-hydroxy-ethyl)-1H-pyrazole-4-carbaldehyde (0.093 g, 0.663 mmol) and stir at ambient temperature for 18 hr. Purify via SCX chromatography followed by silica gel chromatography, (eluting with 100:0... Reactants: [Al+3], CCOCC, CCOc1ccc(C(C=C(F)C(=O)OC)C2CC2)cc1, [H-], [H-], [H-], [H-], [Li+]. Product: CCOc1ccc(C(C=C(F)CO)C2CC2)cc1. As a reaction SMILES: [Al+3:22].[CH3:27][CH2:28][O:29][CH2:30][CH3:31].[CH:1]1([CH:4]([CH:5]=[C:6]([C:7](=[O:8])[O:9][CH3:10])[F:11])[c:12]2[cH:13][cH:14][c:15]([O:18][CH2:19][CH3:20])[cH:16][cH:17]2)[CH2:2][CH2:3]1.[H-:21].[H-:24].[H-:25].[H-:26].[Li+:23]>>[CH:1]1([CH:4]([CH:5]=[C:6]([CH2:7][OH:8])[F:11])[c:12]2[cH:13][cH:14][c:15]([O:18][CH2:19][CH3:20])[cH:16][cH:17]2)[CH2:2][CH2:3]1. The reactants are B(Br)(Br)Br (boron tribromide), C=1C=CC=2C(C1)=CC=CC2O (naphthol), C(CS)(=O)O (thioglycolic acid), formula II, unsaturated alcohol, ester R2CO2Et, C1=CC=CC2=CC=CC=C12 (naphthalene), β-diketone, diol, ClC=1C(C(=C(C(C1Cl)=O)C#N)C#N)=O (2,3-dichloro-5,6-dicyanobenzoquinone), S(=O)(=O)(O)[O-].[K+] (potassium hydrogen sulphate), diol, halogenoalkyl, COC1=CC=C2CCCC(C2=C1)=O (7-methoxy-1-tetralone), [BH4-].[Na+] (sodium borohydride). Yields the product C=1C2=C(OC1)C=CC1=CC=CC=C12 (naphtho[2,1-b]furan). Reaction SMILES: [CH3:1][O:2][C:3]1[CH:12]=[C:11]2[C:6]([CH2:7][CH2:8][CH2:9][C:10]2=O)=[CH:5][CH:4]=1.[BH4-].[Na+].S([O-])(O)(=O)=O.[K+].Cl[C:23]1C(=O)C(C#N)=C(C#N)C(=O)C=1Cl.C1C2C(=CC=CC=2)C=CC=1.B(Br)(Br)Br.C1C=CC2C(=CC=CC=2O)C=1.C(O)(=O)CS>>[CH:23]1[C:12]2[C:11]3[C:6](=[CH:7][CH:8]=[CH:9][CH:10]=3)[CH:5]=[CH:4][C:3]=2[O:2][CH:1]=1 |f:1.2,3.4|. Reported procedure: Alternatively, particularly for compounds of the formula II wherein R2 is a halogenoalkyl radical, 7-methoxy-1-tetralone (XVI) is acylated with an ester R2CO2Et to a β-diketone (XVII) which is reduced with sodium borohydride to the corresponding diol (XVIII). The diol is dehydrated with potassium hydrogen sulphate to the unsaturated alcohol (XIX) which is aromatised with 2,3-dichloro-5,6-dicyanobenzoquinone to the corresponding naphthalene derivative. Demethylation with boron tribromide to the n... Starting materials: C(C)OP(=O)(OCC)/C=C/C=1C(=NN(C1)C1=CC=CC=C1)OCC1=CC(=C(OCC=2N=C(OC2C)C=2C=C(C(=O)O)C=CC2)C=C1)OC (3-[4-({4-[({4-[(E)-2-(diethoxyphosphoryl)ethenyl]-1-phenyl-1H-pyrazol-3-yl}oxy)methyl]-2-methoxyphenoxy}methyl)-5-methyl-1,3-oxazol-2-yl]benzoic acid), Cl.C(C)N=C=NCCCN(C)C (1-ethyl-3-(3-dimethylaminopropyl)carbodiimide hydrochloride), CN(C=O)C (N,N-dimethylformamide). Solvent: O (Water). Run at time 15 hour. The product is C(N)(=O)C=1C=C(C=CC1)C=1OC(=C(N1)COC1=C(C=C(COC2=NN(C=C2/C=C/P(OCC)(OCC)=O)C2=CC=CC=C2)C=C1)OC)C (diethyl (E)-2-(3-{[4-({2-[3-(carbamoyl)phenyl]-5-methyl-1,3-oxazol-4-yl}methoxy)-3-methoxybenzyl]oxy}-1-phenyl-1H-pyrazol-4-yl)ethenylphosphonate). The yield is 76.0%. RXN SMILES: [CH2:1]([O:3][P:4](/[CH:9]=[CH:10]/[C:11]1[C:12]([O:22][CH2:23][C:24]2[CH:46]=[CH:45][C:27]([O:28][CH2:29][C:30]3[N:31]=[C:32]([C:36]4[CH:37]=[C:38]([CH:42]=[CH:43][CH:44]=4)[C:39](O)=[O:40])[O:33][C:34]=3[CH3:35])=[C:26](OC)[CH:25]=2)=[N:13][N:14]([C:16]2[CH:21]=[CH:20][CH:19]=[CH:18][CH:17]=2)[CH:15]=1)([O:6][CH2:7][CH3:8])=[O:5])[CH3:2].Cl.C([N:52]=C=NCCCN(C)C)C.CN(C)[CH:63]=[O:64]>O>[C:39]([C:38]1[CH:37]=[C:36]([C:32]2[O:33][C:34]([CH3:35])=[C:30]([CH2:29][O:28][C:27]3[CH:45]=[CH:46][C:24]([CH2:23][O:22][C:12]4[C:11](/[CH:10]=[CH:9]/[P:4](=[O:5])([O:3][CH2:1][CH3:2])[O:6][CH2:7][CH3:8])=[CH:15][N:14]([C:16]5[CH:17]=[CH:18][CH:19]=[CH:20][CH:21]=5)[N:13]=4)=[CH:25][C:26]=3[O:64][CH3:63])[N:31]=2)[CH:44]=[CH:43][CH:42]=1)(=[O:40])[NH2:52] |f:1.2|. Reported procedure: A mixture of 3-[4-({4-[({4-[(E)-2-(diethoxyphosphoryl)ethenyl]-1-phenyl-1H-pyrazol-3-yl}oxy)methyl]-2-methoxyphenoxy}methyl)-5-methyl-1,3-oxazol-2-yl]benzoic acid (1.09 g), 1-hydroxybenzotriazole ammonia complex (0.37 g), 1-ethyl-3-(3-dimethylaminopropyl)carbodiimide hydrochloride (0.46 g) and N,N-dimethylformamide (50 mL) was stirred at room temperature for 15 hrs. Water was poured into the reaction mixture, and the mixture was extracted with ethyl acetate. The organic layer was washed with sat... Reactants: CC(=O)CCC1=C(C)CCCC1(C)C, CO, NCCCO, [Na+], [Na+], O=S(=O)([O-])[O-]. Yields the product CC1=C(CCC2(C)NCCCO2)C(C)(C)CCC1. As a reaction SMILES: [CH3:1][C:2]1=[C:3]([CH2:10][CH2:11][C:12]([CH3:13])=[O:14])[C:4]([CH3:8])([CH3:9])[CH2:5][CH2:6][CH2:7]1.[CH3:27][OH:28].[NH2:22][CH2:23][CH2:24][CH2:25][OH:26].[Na+:15].[Na+:16].[O-:17][S:18](=[O:19])(=[O:20])[O-:21]>>[CH3:1][C:2]1=[C:3]([CH2:10][CH2:11][C:12]2([CH3:13])[O:14][CH2:25][CH2:24][CH2:23][NH:22]2)[C:4]([CH3:8])([CH3:9])[CH2:5][CH2:6][CH2:7]1. Reactants: NC1=C(CC2=NC=CC3=CC=CC=C23)C=CC(=C1OC)OC (1-(2-amino-3,4-dimethoxybenzyl) isoquinoline), ClCC(=O)Cl (chloro-acetyl chloride). Run in C(C)(=O)OCC (ethyl acetate). The product is ClCC(=O)NC1=C(CC2=NC=CC3=CC=CC=C23)C=CC(=C1OC)OC (1-(2-[2-chloro-acetyl]amino-3,4-dimethoxybenzyl)isoquinoline), hydrochloride salt. The yield is 87.0%. RXN SMILES: [NH2:1][C:2]1[C:18]([O:19][CH3:20])=[C:17]([O:21][CH3:22])[CH:16]=[CH:15][C:3]=1[CH2:4][C:5]1[C:14]2[C:9](=[CH:10][CH:11]=[CH:12][CH:13]=2)[CH:8]=[CH:7][N:6]=1.[Cl:23][CH2:24][C:25](Cl)=[O:26]>C(OCC)(=O)C>[Cl:23][CH2:24][C:25]([NH:1][C:2]1[C:18]([O:19][CH3:20])=[C:17]([O:21][CH3:22])[CH:16]=[CH:15][C:3]=1[CH2:4][C:5]1[C:14]2[C:9](=[CH:10][CH:11]=[CH:12][CH:13]=2)[CH:8]=[CH:7][N:6]=1)=[O:26]. Procedure details: 1-(2-[2-chloro-acetyl]amino-3,4-dimethoxybenzyl)isoquinoline was prepared from 5.9g (0.02 mol) of 1-(2-amino-3,4-dimethoxybenzyl) isoquinoline dissolved in 400 ml. of ethyl acetate, and stirred for 2 hours with 15 ml. of chloro-acetyl chloride. The precipitate which formed was filtered and dried to yield 7.1g (87%) of the hydrochloride salt, mp 193°-194°, which was suspended in 200 ml. of water and stirred for 10 min. with 10% Na2CO3 solution. The free base was extracted with chloroform, and the... Reactants: OBO, O=C(c1ccc(Br)cc1F)N1CCCC1CN1CCCC1, CS(=O)c1ccccc1. Yields the product CS(=O)c1ccc(-c2ccc(C(=O)N3CCCC3CN3CCCC3)c(F)c2)cc1. As a reaction SMILES: [BH:22]([OH:23])[OH:24].[Br:1][c:2]1[cH:3][c:4]([F:21])[c:5]([C:8](=[O:9])[N:10]2[CH:11]([CH2:15][N:16]3[CH2:17][CH2:18][CH2:19][CH2:20]3)[CH2:12][CH2:13][CH2:14]2)[cH:6][cH:7]1.[CH3:25][S:26](=[O:27])[c:28]1[cH:29][cH:30][cH:31][cH:32][cH:33]1>>[c:2]1(-[c:31]2[cH:30][cH:29][c:28]([S:26]([CH3:25])=[O:27])[cH:33][cH:32]2)[cH:3][c:4]([F:21])[c:5]([C:8](=[O:9])[N:10]2[CH:11]([CH2:15][N:16]3[CH2:17][CH2:18][CH2:19][CH2:20]3)[CH2:12][CH2:13][CH2:14]2)[cH:6][cH:7]1.